This data is from the Open Reaction Database (ORD), a public repository of structured organic reaction records. The task is: describe an organic reaction: reactants, conditions, products, and yield Yield: 60.7%. Run at temperature 0 celsius, time 15 minute. Solvent: CS(=O)C (DMSO), CN(C)C=O (DMF). The product is COCCN1C(CC2=CC=CC=C12)=O (1-(2-Methoxyethyl)indolin-2-one). As a reaction SMILES: [NH:1]1[C:11]2[C:6](=[CH:7][CH:8]=[CH:9][CH:10]=2)[C:4](=O)[C:2]1=[O:3].[H-].[Na+].Br[CH2:15][CH2:16][O:17][CH3:18].O.NN.Cl>CN(C=O)C.CS(C)=O>[CH3:18][O:17][CH2:16][CH2:15][N:1]1[C:11]2[C:6](=[CH:7][CH:8]=[CH:9][CH:10]=2)[CH2:4][C:2]1=[O:3] |f:1.2,4.5|. Reactants: N1C(=O)C(=O)C2=CC=CC=C12 (isatin), [H-].[Na+] (NaH), O.NN (Hydrazine hydrate), ice H2O, Ice H2O, BrCCOC (1-bromo-2-methoxyethane), Cl (HCl). Reported procedure: To a solution of isatin (2.94 g, 20 mmol) in DMF (40 mL) at 0° C. was added 60% NaH (1.00 g, 25 mmol) portionwise. After addition, the resulting mixture was stirred for 15 min at 0° C., then 1-bromo-2-methoxyethane (2.35 mL, 25 mmol) was added dropwise over 2 min. The resulting mixture was stirred for 10 min at 0° C., then 0/N at rt, then cooled to 0° C., and quenched with saturated NH4Cl, ice, and H2O. The product was extracted with EtOAc (150 mL×2) and dried (Na2SO4). Removal of solvents gave ...